Task: describe an organic reaction: reactants, conditions, products, and yield. Dataset: the Open Reaction Database (ORD), a public repository of structured organic reaction records The reactants are N12CCN(CC1)CC2 (DABCO), ClC(=O)OC1=CC=CC=C1 (phenyl chloroformate), N12CCN(CC1)CC2 (1,4-diazabicyclo(2.2.2)octane), ClC(=O)OC1=CC=CC=C1 (phenyl chloroformate), ClC(=O)OC1=CC=CC=C1 (phenyl chloroformate), CN1C(CC(CC1(C)C)O)(C)C (1,2,2,6,6-pentamethyl-4-piperidinol), CN1C(CC(CC1(C)C)O)(C)C (1,2,2,6,6-pentamethyl-4-piperidinol). Solvent: C(C)(C)(C)OC (methyl t-butyl ether). Run at time 2 hour. Product: C(OC1=CC=CC=C1)(OC1CC(N(C(C1)(C)C)C)(C)C)=O (Phenyl 1,2,2,6,6-Pentamethyl-4-piperidinyl Carbonate). As a reaction SMILES: [CH3:1][N:2]1[C:7]([CH3:9])([CH3:8])[CH2:6][CH:5]([OH:10])[CH2:4][C:3]1([CH3:12])[CH3:11].Cl[C:14]([O:16][C:17]1[CH:22]=[CH:21][CH:20]=[CH:19][CH:18]=1)=[O:15].N12CCN(CC1)CC2>C(OC)(C)(C)C>[C:14](=[O:15])([O:10][CH:5]1[CH2:6][C:7]([CH3:8])([CH3:9])[N:2]([CH3:1])[C:3]([CH3:12])([CH3:11])[CH2:4]1)[O:16][C:17]1[CH:22]=[CH:21][CH:20]=[CH:19][CH:18]=1. Procedure details: Into a 500 ml 3-neck flask was added 17.1 grams (0.1 mole) 1,2,2,6,6-pentamethyl-4-piperidinol and 300 mls of methyl t-butyl ether (MtBE). The flask was equipped with a magnetic stirrer, thermometer, reflux condenser and dropping funnel containing 15.6 grams (0.1 mole) phenyl chloroformate. The phenyl chloroformate was slowly added to the 1,2,2,6,6-pentamethyl-4-piperidinol solution without any appreciable exotherm. Then 11.2 grams (0.1 mole) of 1,4-diazabicyclo(2.2.2)octane (DABCO) was added at... Starting materials: C(#N)[BH3-].[Na+] (Sodium cyanoborohydride), NC1C(N(C2=C(CC1)C=CC=C2)CC(=O)O)=O (3-amino-1-carboxymethyl-2,3,4,5-tetrahydro-1H-[1]benzazepin-2-one), C(C1=CC=CC=C1)CC(C(=O)OCC)=O (ethyl benzylpyruvate), Cl (hydrochloric acid). The solvent is CO (methanol), C(C)(=O)O (acetic acid), CO (methanol). Conditions: time 24 hour. The product is Cl.C(=O)(O)CN1C(C(CCC2=C1C=CC=C2)NC(CCC2=CC=CC=C2)C(=O)OCC)=O (1-carboxymethyl-3-(1-ethoxycarbonyl-3-phenylpropylamino)-2,3,4,5-tetrahydro-1H-[1]benzazepin-2-one hydrochloride). As a reaction SMILES: [NH2:1][CH:2]1[CH2:8][CH2:7][C:6]2[CH:9]=[CH:10][CH:11]=[CH:12][C:5]=2[N:4]([CH2:13][C:14]([OH:16])=[O:15])[C:3]1=[O:17].[CH2:18]([CH2:25][C:26](=O)[C:27]([O:29][CH2:30][CH3:31])=[O:28])[C:19]1[CH:24]=[CH:23][CH:22]=[CH:21][CH:20]=1.C([BH3-])#N.[Na+].[ClH:37]>C(O)(=O)C.CO>[ClH:37].[C:14]([CH2:13][N:4]1[C:5]2[CH:12]=[CH:11][CH:10]=[CH:9][C:6]=2[CH2:7][CH2:8][CH:2]([NH:1][CH:26]([C:27]([O:29][CH2:30][CH3:31])=[O:28])[CH2:25][CH2:18][C:19]2[CH:20]=[CH:21][CH:22]=[CH:23][CH:24]=2)[C:3]1=[O:17])([OH:16])=[O:15] |f:2.3,7.8|. Procedure details: A solution of 3-amino-1-carboxymethyl-2,3,4,5-tetrahydro-1H-[1]benzazepin-2-one (10.0 g) and ethyl benzylpyruvate (26.4 g) in acetic acid (75 ml) and methanol (75 ml) was stirred at room temperature under nitrogen for 1 hour. Sodium cyanoborohydride (3.4 g) in methanol (25 ml) was added dropwise over 4 hours. The reaction mixture was stirred at room temperature for 24 hours. Concentrated hydrochloric acid (4 ml) was added dropwise, and the mixture stirred at room temperature for 1 hour. The reac...